Dataset: the Open Reaction Database (ORD), a public repository of structured organic reaction records. Task: describe an organic reaction: reactants, conditions, products, and yield Yields the product N#Cc1cnc(N)c(Cl)c1. Reaction SMILES: [CH3:28][C:29]#[N:30].[Cl:10][N:11]1[C:12](=[O:13])[CH2:14][CH2:15][C:16]1=[O:17].[Cl:18][NH:19][c:20]1[cH:21][cH:22][c:23]([C:24]#[N:25])[cH:26][n:27]1.[NH2:1][c:2]1[n:3][cH:4][c:5]([C:8]#[N:9])[cH:6][cH:7]1>>[NH2:1][c:2]1[n:3][cH:4][c:5]([C:8]#[N:9])[cH:6][c:7]1[Cl:10]. The reactants are CC#N, O=C1CCC(=O)N1Cl, N#Cc1ccc(NCl)nc1, N#Cc1ccc(N)nc1. Reactants: N#CC1CN1, CC(=O)NCCCCCC(=O)O, C(=NC1CCCCC1)=NC1CCCCC1, C1CCOC1. Product: CC(=O)NCCCCCC(=O)N1CC1C#N. As a reaction SMILES: [C:13](#[N:14])[CH:15]1[NH:16][CH2:17]1.[C:1]([CH3:2])(=[O:3])[NH:4][CH2:5][CH2:6][CH2:7][CH2:8][CH2:9][C:10](=[O:11])[OH:12].[CH:18]1([N:19]=[C:20]=[N:21][CH:22]2[CH2:23][CH2:24][CH2:25][CH2:26][CH2:27]2)[CH2:28][CH2:29][CH2:30][CH2:31][CH2:32]1.[O:33]1[CH2:34][CH2:35][CH2:36][CH2:37]1>>[C:1]([CH3:2])(=[O:3])[NH:4][CH2:5][CH2:6][CH2:7][CH2:8][CH2:9][C:10](=[O:12])[N:16]1[CH:15]([C:13]#[N:14])[CH2:17]1. Starting materials: CC(C)=CCCN1CCC(NC(=O)C(O)(c2nccs2)C2CCCC2)CC1, Cl, Cl, NC1CCN(CC2CCCCCC2)CC1. The product is O=C(NC1CCN(CC2CCCCCC2)CC1)C(O)(c1nccs1)C1CCCC1. RXN SMILES: [CH3:1][C:2]([CH3:3])=[CH:4][CH2:5][CH2:27][N:6]1[CH2:7][CH2:8][CH:9]([NH:12][C:13]([C:14]([c:15]2[s:16][cH:17][cH:18][n:19]2)([OH:20])[CH:21]2[CH2:22][CH2:23][CH2:24][CH2:25]2)=[O:26])[CH2:10][CH2:11]1.[ClH:28].[ClH:29].[NH2:30][CH:31]1[CH2:32][CH2:33][N:34]([CH2:37][CH:38]2[CH2:39][CH2:40][CH2:41][CH2:42][CH2:43][CH2:44]2)[CH2:35][CH2:36]1>>[N:6]1([CH2:37][CH:38]2[CH2:39][CH2:40][CH2:41][CH2:42][CH2:43][CH2:44]2)[CH2:7][CH2:8][CH:9]([NH:12][C:13]([C:14]([c:15]2[s:16][cH:17][cH:18][n:19]2)([OH:20])[CH:21]2[CH2:22][CH2:23][CH2:24][CH2:25]2)=[O:26])[CH2:10][CH2:11]1. Reactants: BrC1=C2C=CN=CC2=CC=C1 (5-Bromo-isoquinoline), [BH4-].[Na+] (sodium borohydride). Yields the product BrC1=C2CCNCC2=CC=C1 (5-Bromo-1,2,3,4-tetrahydro-isoquinoline). As a reaction SMILES: [Br:1][C:2]1[CH:11]=[CH:10][CH:9]=[C:8]2[C:3]=1[CH:4]=[CH:5][N:6]=[CH:7]2.[BH4-].[Na+]>>[Br:1][C:2]1[CH:11]=[CH:10][CH:9]=[C:8]2[C:3]=1[CH2:4][CH2:5][NH:6][CH2:7]2 |f:1.2|. Reported procedure: In close analogy to the procedure described above, 5-Bromo-isoquinoline is reacted with sodium borohydride to provide the title compound. Reactants: OS(=O)(=O)O (H2SO4), C(C)O (ethanol), BrC=1C=C(C=NC1)CC#N ((5-bromo-3-pyridinyl)acetonitrile), C(C)O (ethanol), C([O-])(O)=O.[Na+] (sodium bicarbonate). Conditions: temperature 90 celsius, time 8 hour. The product is C(C)OC(CC=1C=NC=C(C1)Br)=O (ethyl(5-bromo-3-pyridinyl)acetate). Reaction SMILES: OS(O)(=O)=O.[Br:6][C:7]1[CH:8]=[C:9]([CH2:13][C:14]#N)[CH:10]=[N:11][CH:12]=1.C(=O)(O)[O-:17].[Na+].[CH2:21]([OH:23])[CH3:22]>>[CH2:21]([O:23][C:14](=[O:17])[CH2:13][C:9]1[CH:10]=[N:11][CH:12]=[C:7]([Br:6])[CH:8]=1)[CH3:22] |f:2.3|. Procedure details: To a mixture of ethanol (10 mL) and conc. H2SO4 (4 mL) was added the title compound from Example 53 Step B (0.50 g, 2.5 mmol) in 3 mL of ethanol at room temperature. The mixture was stirred at 90° C. overnight. The reaction was poured into ice and made basic with saturated aqueous sodium bicarbonate solution. It was then extracted with ethyl acetate (2×30 mL), the organic layer was dried, concentrated and purified by flash chromatography on silica gel (petroleum ether:ethyl acetate=10:1) to give... Reactants: [OH-].[Na+] (NaOH), ClC1=CC=NC=C1 (4-Chloropyridine), [N+](=O)([O-])C=1C=C(C=CC1[N+](=O)[O-])O (3,4-dinitrophenol), Cl.O1CCOCC1 (HCl dioxane). Run in CCOC(=O)C (EtOAc), Cl.O (HCl water). Reaction conditions: temperature 145 celsius, time 45 minute. The product is [N+](=O)([O-])C=1C=C(OC2=CC=NC=C2)C=CC1[N+](=O)[O-] (4-(3,4-Dinitrophenoxy)-pyridine). As a reaction SMILES: Cl[C:2]1[CH:7]=[CH:6][N:5]=[CH:4][CH:3]=1.[N+:8]([C:11]1[CH:12]=[C:13]([OH:20])[CH:14]=[CH:15][C:16]=1[N+:17]([O-:19])=[O:18])([O-:10])=[O:9].Cl.O1CCOCC1.[OH-].[Na+]>CCOC(C)=O.Cl.O>[N+:8]([C:11]1[CH:12]=[C:13]([CH:14]=[CH:15][C:16]=1[N+:17]([O-:19])=[O:18])[O:20][C:2]1[CH:7]=[CH:6][N:5]=[CH:4][CH:3]=1)([O-:10])=[O:9] |f:2.3,4.5,7.8|. Reported procedure: 4-Chloropyridine (3.20 g, 28.2 mmol) and 3,4-dinitrophenol (5.96 g, 32.4 mmol) were combined in an open round-bottom flask fitted with running water condenser. The reaction flask was heated to 145° C. After 45 min, 4N HCl/dioxane (2.1 mL) was added. The reaction was heated for an additional 25 min then cooled to RT. The mix was dissolved in EtOAc and 0.5 N HCl/water. The aqueous layer was basified with 6 N NaOH. A beige solid was isolated and identified as title compound. The reactants are FC1=CC=C(C=C1)NC(=O)C=1C=NC(=NC1)OCC(=O)O ([5-(4-fluorophenylcarbamoyl)pyrimidin-2-yloxy]acetic acid), CC1=C(C=CC(=C1)C)O (2,4-dimethylphenol), alcohol. Run in CO.ClCCl (methanol dichloromethane). Product: CC1=C(C=CC(=C1)C)OC(COC1=NC=C(C=N1)C(NC1=CC=C(C=C1)F)=O)=O ([5-(4-Fluorophenylcarbamoyl)pyrimidin-2-yloxy]acetic acid 2,4-dimethyl-phenyl ester). The yield is 71.0%. Reaction SMILES: [F:1][C:2]1[CH:7]=[CH:6][C:5]([NH:8][C:9]([C:11]2[CH:12]=[N:13][C:14]([O:17][CH2:18][C:19]([OH:21])=[O:20])=[N:15][CH:16]=2)=[O:10])=[CH:4][CH:3]=1.[CH3:22][C:23]1[CH:28]=[C:27]([CH3:29])[CH:26]=[CH:25][C:24]=1O>CO.ClCCl>[CH3:22][C:23]1[CH:28]=[C:27]([CH3:29])[CH:26]=[CH:25][C:24]=1[O:20][C:19](=[O:21])[CH2:18][O:17][C:14]1[N:13]=[CH:12][C:11]([C:9](=[O:10])[NH:8][C:5]2[CH:4]=[CH:3][C:2]([F:1])=[CH:7][CH:6]=2)=[CH:16][N:15]=1 |f:2.3|. Procedure: The titled compound was prepared from [5-(4-fluorophenylcarbamoyl)pyrimidin-2-yloxy]acetic acid using 2,4-dimethylphenol (16 mg, 0.13 mmol) as the source alcohol. Chromatography (5% methanol/dichloromethane) through SiO2 yielded 48 mg (71%) of the titled compound as a white solid. ESI-MS m/z 396 (MH+), 394 (M−H−). The reactants are CC=1C=CC(=C(CO)C1)[N+](=O)[O-] (5-methyl-2-nitrobenzyl alcohol), CS(=O)(=O)N(N(C(=O)OCC1=C(C=CC=C1)[N+](=O)[O-])S(=O)(=O)C)CCCl (1,2-Bis(methylsulfonyl)-1-(2-chloroethyl)-2-[(2-nitrobenzyloxy)carbonyl]hydrazine). The product is CS(=O)(=O)N(N(C(=O)OCC1=C(C=CC(=C1)C)[N+](=O)[O-])S(=O)(=O)C)CCCl (1,2-Bis(methylsulfonyl)-1-(2-chloroethyl)-2-[(5-methyl-2-nitrobenzyloxy)carbonyl]hydrazine). Reaction SMILES: [CH3:1][C:2]1[CH:3]=[CH:4][C:5]([N+:10]([O-:12])=[O:11])=[C:6]([CH:9]=1)[CH2:7][OH:8].[CH3:13][S:14]([N:17]([CH2:36][CH2:37][Cl:38])[N:18]([S:32]([CH3:35])(=[O:34])=[O:33])[C:19](OCC1C=CC=CC=1[N+]([O-])=O)=[O:20])(=[O:16])=[O:15]>>[CH3:13][S:14]([N:17]([CH2:36][CH2:37][Cl:38])[N:18]([S:32]([CH3:35])(=[O:33])=[O:34])[C:19]([O:8][CH2:7][C:6]1[CH:9]=[C:2]([CH3:1])[CH:3]=[CH:4][C:5]=1[N+:10]([O-:12])=[O:11])=[O:20])(=[O:15])=[O:16]. Procedure: 1,2-Bis(methylsulfonyl)-1-(2-chloroethyl)-2-[(5-methyl-2-nitrobenzyloxy)carbonyl]hydrazine (compound 13e) was prepared from 5-methyl-2-nitrobenzyl alcohol using a procedure similar to that described for compound 13a. The Mp was found to be 112-113° C., and the yield was about 24.3% by weight after recrystallization from ethanol. 1H NMR (acetone-d6): δ 8.1, 7.8 and 7.4 (3H, 2d, s, aromatic H), 5.8 (2H, d, ArCH2), 3.6-4.1 (4H, m, CH2CH2Cl), 3.6 and 3.3 (6H, 2s, 2 CH3SO2), 2.5 (3H, s, ArCH3). Reported procedure: The primary amine of N-(2-aminoethyl)-N-(cyclohexylmethyl)pyridine-2-sulfonamide (19) was arylated with p-fluorobenzonitrile on a 0.336 mmol scale. To a stirring solution of the primary amine (1 equiv) in DMSO (0.2 M) were added the aryl fluoride (1.2 equiv) and DIPEA (3 equiv). The reaction mixture was heated to 120° C. for 48 h. After allowing the reaction to cool, H2O was added, and the crude product was extracted with EtOAc (×3). The EtOAc extractions were combined, washed with water (×3), b... The solvent is CN(C)C=O (DMF), O (water). Yields the product title compound, C(#N)C1=CC=C(C=C1)N(CCN(S(=O)(=O)C1=NC=CC=C1)CC1CCCCC1)CC1=CN=CN1C (N-(2-((4-cyanophenyl)((1-methyl-1H-imidazol-5-yl)methyl)amino)ethyl)-N-(cyclohexylmethyl)pyridine-2-sulfonamide). Reactants: Cl (HCl), C(#N)C1=CC=C(C=C1)NCCN(S(=O)(=O)C1=NC=CC=C1)CC1CCCCC1 (N-(2-(4-cyanophenylamino)ethyl)-N-(cyclohexylmethyl)pyridine-2-sulfonamide), Cl (HCl), ClCC1=CN=CN1C (5-chloromethyl-1-methyl-1H-imidazole), C(#N)C1=CC=C(C=C1)NCCN(S(=O)(=O)C1=NC=CC=C1)CC1CCCCC1 (N-(2-(4-Cyanophenylamino)ethyl)-N-(cyclohexylmethyl)pyridine-2-sulfonamide), ClCC1=CN=CN1 (5-chloromethyl-1H-imidazole), [H-].[Na+] (NaH). Conditions: temperature 0 celsius, time 15 minute. RXN SMILES: [C:1]([C:3]1[CH:8]=[CH:7][C:6]([NH:9][CH2:10][CH2:11][N:12]([CH2:22][CH:23]2[CH2:28][CH2:27][CH2:26][CH2:25][CH2:24]2)[S:13]([C:16]2[CH:21]=[CH:20][CH:19]=[CH:18][N:17]=2)(=[O:15])=[O:14])=[CH:5][CH:4]=1)#[N:2].ClCC1NC=NC=1.Cl.[H-].[Na+].Cl[CH2:40][C:41]1[N:45]([CH3:46])[CH:44]=[N:43][CH:42]=1>CN(C=O)C.O>[C:1]([C:3]1[CH:4]=[CH:5][C:6]([N:9]([CH2:40][C:41]2[N:45]([CH3:46])[CH:44]=[N:43][CH:42]=2)[CH2:10][CH2:11][N:12]([CH2:22][CH:23]2[CH2:28][CH2:27][CH2:26][CH2:25][CH2:24]2)[S:13]([C:16]2[CH:21]=[CH:20][CH:19]=[CH:18][N:17]=2)(=[O:15])=[O:14])=[CH:7][CH:8]=1)#[N:2] |f:3.4|.